The task is: describe an organic reaction: reactants, conditions, products, and yield. This data is from the Open Reaction Database (ORD), a public repository of structured organic reaction records. Starting materials: C(O)([O-])=O.[Na+] (sodium hydrogen carbonate), ClC=1C=C2C=C(N(C2=CC1)C1=CC(=CC=C1)C(F)(F)F)C(CCCCCC)=O (1-{5-chloro-1-[3-(trifluoromethyl)phenyl]-1H-indol-2-yl}heptan-1-one), NC1=CC=C(C(=O)OC)C=C1 (methyl 4-aminobenzoate), C(O)([O-])=O.[Na+] (sodium hydrogen carbonate), solution, C(#N)[BH3-].[Na+] (sodium cyanoborohydride). The reagents and catalysts are [Ti](Cl)(Cl)(Cl)Cl (titanium (IV) chloride). The solvent is C(Cl)Cl (methylene chloride), C(C)N(CC)CC (triethylamine), O1CCCC1 (tetrahydrofuran), C(C)(=O)O (acetic acid). Conditions: time 8 hour. Yields the product ClC=1C=C2C=C(N(C2=CC1)C1=CC(=CC=C1)C(F)(F)F)C(CCCCCC)NC1=CC=C(C(=O)OC)C=C1 (methyl 4-[(1-{5-chloro-1-[3-(trifluoromethyl)phenyl]-1H-indol-2-yl}heptyl)amino]benzoate). Isolated yield 68.3%. As a reaction SMILES: [Cl:1][C:2]1[CH:3]=[C:4]2[C:8](=[CH:9][CH:10]=1)[N:7]([C:11]1[CH:16]=[CH:15][CH:14]=[C:13]([C:17]([F:20])([F:19])[F:18])[CH:12]=1)[C:6]([C:21](=O)[CH2:22][CH2:23][CH2:24][CH2:25][CH2:26][CH3:27])=[CH:5]2.[NH2:29][C:30]1[CH:39]=[CH:38][C:33]([C:34]([O:36][CH3:37])=[O:35])=[CH:32][CH:31]=1.C(=O)([O-])O.[Na+].C([BH3-])#N.[Na+]>O1CCCC1.[Ti](Cl)(Cl)(Cl)Cl.C(O)(=O)C.C(Cl)Cl.C(N(CC)CC)C>[Cl:1][C:2]1[CH:3]=[C:4]2[C:8](=[CH:9][CH:10]=1)[N:7]([C:11]1[CH:16]=[CH:15][CH:14]=[C:13]([C:17]([F:19])([F:18])[F:20])[CH:12]=1)[C:6]([CH:21]([NH:29][C:30]1[CH:31]=[CH:32][C:33]([C:34]([O:36][CH3:37])=[O:35])=[CH:38][CH:39]=1)[CH2:22][CH2:23][CH2:24][CH2:25][CH2:26][CH3:27])=[CH:5]2 |f:2.3,4.5|. Reported procedure: To a mixture of 1-{5-chloro-1-[3-(trifluoromethyl)phenyl]-1H-indol-2-yl}heptan-1-one (709 mg) synthesized above, methyl 4-aminobenzoate (263 mg), triethylamine (1.94 mL) and methylene chloride (10 mL) was added titanium (IV) chloride (229 μL), and the mixture was stirred under argon atmosphere overnight at room temperature. Saturated aqueous sodium hydrogen carbonate solution was added to quench the reaction, and the reaction mixture was extracted with ethyl acetate. The extract was washed with ... The reactants are BrC1=CC=C2C=CN=C(C2=C1)N1CCN(CC1)C(=O)OC(C)(C)C (4-(7-bromo-isoquinoline-1-yl)-piperazine-1-carboxylic acid, tert-butyl ester), ClC=1C=C(C=CC1Cl)S (3,4-dichloro-thiophenol). Reagents/catalysts: C=1C=CC(=CC1)[P](C=2C=CC=CC2)(C=3C=CC=CC3)[Pd]([P](C=4C=CC=CC4)(C=5C=CC=CC5)C=6C=CC=CC6)([P](C=7C=CC=CC7)(C=8C=CC=CC8)C=9C=CC=CC9)[P](C=1C=CC=CC1)(C=1C=CC=CC1)C=1C=CC=CC1 (Pd(PPh3)4). Solvent: CCCCO (n-BuOH). Reaction conditions: temperature 110 celsius. Product: C(C)(C)(C)OC(=O)N1CCN(CC1)C1=NC=CC2=CC=C(C=C12)SC1=CC(=C(C=C1)Cl)Cl (4-[7-(3,4-Dichloro-phenylsulfanyl)-isoquinolin-1-yl]-piperazine-1-carboxylic acid tert-butyl ester). Isolated yield 36.1%. As a reaction SMILES: Br[C:2]1[CH:11]=[C:10]2[C:5]([CH:6]=[CH:7][N:8]=[C:9]2[N:12]2[CH2:17][CH2:16][N:15]([C:18]([O:20][C:21]([CH3:24])([CH3:23])[CH3:22])=[O:19])[CH2:14][CH2:13]2)=[CH:4][CH:3]=1.[Cl:25][C:26]1[CH:27]=[C:28]([SH:33])[CH:29]=[CH:30][C:31]=1[Cl:32]>CCCCO.C1C=CC([P]([Pd]([P](C2C=CC=CC=2)(C2C=CC=CC=2)C2C=CC=CC=2)([P](C2C=CC=CC=2)(C2C=CC=CC=2)C2C=CC=CC=2)[P](C2C=CC=CC=2)(C2C=CC=CC=2)C2C=CC=CC=2)(C2C=CC=CC=2)C2C=CC=CC=2)=CC=1>[C:21]([O:20][C:18]([N:15]1[CH2:16][CH2:17][N:12]([C:9]2[C:10]3[C:5](=[CH:4][CH:3]=[C:2]([S:33][C:28]4[CH:29]=[CH:30][C:31]([Cl:32])=[C:26]([Cl:25])[CH:27]=4)[CH:11]=3)[CH:6]=[CH:7][N:8]=2)[CH2:13][CH2:14]1)=[O:19])([CH3:24])([CH3:23])[CH3:22] |^1:42,44,63,82|. Procedure details: A mixture of 4-(7-bromo-isoquinoline-1-yl)-piperazine-1-carboxylic acid, tert-butyl ester (0.5 g, 1.3 mmol), 3,4-dichloro-thiophenol (165 uL, 1.3 mmol), NatBuO (0.44 g, 4.5 mmol), Pd(PPh3)4 (74 mg, 0.065 mmol) in n-BuOH (10 mL) was heated at 110° C., 3 h. The reaction mixture was filtered. The filtrate was concentrated and the residue was dissolved in ethyl acetate. The organic phase was washed with water (50 mL×3), separated and dried (MgSO4), filtered. The volatiles were evaporated and the res... The reactants are step-iii, FC=1C=C(CN2N=CC(=C2)C2=CN(C3=NC=C(C=C32)C=3C=C(C=CC3)NS(=O)(=O)C)S(=O)(=O)C3=CC=C(C)C=C3)C=C(C1)F (N-(3-(3-(1-(3,5-difluorobenzyl)-1H-pyrazol-4-yl)-1-tosyl-1H-pyrrolo[2,3-b]pyridin-5-yl)phenyl)methane sulfonamide), [OH-].[Li+] (lithium hydroxide). Solvent: C1CCOC1.O.CO (THF water methanol). The product is FC=1C=C(CN2N=CC(=C2)C2=CNC3=NC=C(C=C32)C=3C=C(C=CC3)NS(=O)(=O)C)C=C(C1)F (N-(3-(3-(1-(3,5-difluorobenzyl)-1H-pyrazol-4-yl)-1H-pyrrolo[2,3-b]pyridin-5-yl)phenyl) methane sulfonamide). The yield is 8.8%. Reaction SMILES: [F:1][C:2]1[CH:3]=[C:4]([CH:41]=[C:42]([F:44])[CH:43]=1)[CH2:5][N:6]1[CH:10]=[C:9]([C:11]2[C:19]3[C:14](=[N:15][CH:16]=[C:17]([C:20]4[CH:21]=[C:22]([NH:26][S:27]([CH3:30])(=[O:29])=[O:28])[CH:23]=[CH:24][CH:25]=4)[CH:18]=3)[N:13](S(C3C=CC(C)=CC=3)(=O)=O)[CH:12]=2)[CH:8]=[N:7]1.[OH-].[Li+]>C1COCC1.O.CO>[F:44][C:42]1[CH:41]=[C:4]([CH:3]=[C:2]([F:1])[CH:43]=1)[CH2:5][N:6]1[CH:10]=[C:9]([C:11]2[C:19]3[C:14](=[N:15][CH:16]=[C:17]([C:20]4[CH:21]=[C:22]([NH:26][S:27]([CH3:30])(=[O:28])=[O:29])[CH:23]=[CH:24][CH:25]=4)[CH:18]=3)[NH:13][CH:12]=2)[CH:8]=[N:7]1 |f:1.2,3.4.5|. Procedure: Using similar reaction conditions as described in step-iii of example-1, N-(3-(3-(1-(3,5-difluorobenzyl)-1H-pyrazol-4-yl)-1-tosyl-1H-pyrrolo[2,3-b]pyridin-5-yl)phenyl)methane sulfonamide (300 mg, 0.473 mmol) was hydrolyzed with lithium hydroxide (40 mg, 0.946 mmol) in THF/water/methanol (15/10/5 ml) mixture to afford 20 mg (8.8% yield) of the desired compound. 1H NMR (DMSO-d6, 400 MHz): δ 11.82 (s, 1H), 9.82 (s, 1H), 8.48-8.47 (d, 1H), 8.43 (s, 1H), 8.355-8.350 (d, 1H), 8.00 (s, 1H), 7.71-7.80 (... Starting materials: CCO, CCOC(=O)CC(=O)c1ccc(NC(C)C2CCCC2)cc1, [K+], [OH-], O, O=S(=O)(O)O. Yields the product CC(Nc1ccc(C(=O)CC(=O)O)cc1)C1CCCC1. RXN SMILES: [CH2:30]([OH:31])[CH3:32].[CH:1]1([CH:6]([CH3:7])[NH:8][c:9]2[cH:10][cH:11][c:12]([C:13](=[O:14])[CH2:15][C:16](=[O:17])[O:18][CH2:19][CH3:20])[cH:21][cH:22]2)[CH2:2][CH2:3][CH2:4][CH2:5]1.[K+:24].[OH-:23].[OH2:33].[S:25](=[O:26])(=[O:27])([OH:28])[OH:29]>>[CH:1]1([CH:6]([CH3:7])[NH:8][c:9]2[cH:10][cH:11][c:12]([C:13](=[O:14])[CH2:15][C:16](=[O:17])[OH:18])[cH:21][cH:22]2)[CH2:2][CH2:3][CH2:4][CH2:5]1.